This data is from the Open Reaction Database (ORD), a public repository of structured organic reaction records. The task is: describe an organic reaction: reactants, conditions, products, and yield Yields the product [C@@H]1([C@H](O)[C@@H](O)[C@H](O)[C@H](O1)CO)OC1=NNC(=C1CC1=C(C=C(C=C1)OCCNC(C(C)(C(=O)N1CCNCC1)C)=O)C)C(C)C (3-(β-D-Glucopyranosyloxy)-5-isopropyl-4-{[4-(2-{2-methyl-2-[(piperazin-1-yl)carbonyl]propionylamino}ethoxy)-2-methylphenyl]methyl}-1H-pyrazole). As a reaction SMILES: C([O:4][C@@H:5]1[C@@H:10]([O:11]C(=O)C)[C@H:9]([O:15]C(=O)C)[C@@H:8]([CH2:19][O:20]C(=O)C)[O:7][C@H:6]1[O:24][C:25]1[C:29]([CH2:30][C:31]2[CH:36]=[CH:35][C:34]([O:37][CH2:38][CH2:39][NH2:40])=[CH:33][C:32]=2[CH3:41])=[C:28]([CH:42]([CH3:44])[CH3:43])[NH:27][N:26]=1)(=O)C.C(OC([N:55]1[CH2:60][CH2:59][N:58]([C:61](=[O:68])[C:62]([C:65](O)=[O:66])([CH3:64])[CH3:63])[CH2:57][CH2:56]1)=O)C1C=CC=CC=1.C(OC(NCC(O)=O)=O)C1C=CC=CC=1>>[C@@H:6]1([O:24][C:25]2[C:29]([CH2:30][C:31]3[CH:36]=[CH:35][C:34]([O:37][CH2:38][CH2:39][NH:40][C:65](=[O:66])[C:62]([CH3:63])([C:61]([N:58]4[CH2:59][CH2:60][NH:55][CH2:56][CH2:57]4)=[O:68])[CH3:64])=[CH:33][C:32]=3[CH3:41])=[C:28]([CH:42]([CH3:44])[CH3:43])[NH:27][N:26]=2)[O:7][C@H:8]([CH2:19][OH:20])[C@@H:9]([OH:15])[C@H:10]([OH:11])[C@H:5]1[OH:4]. Starting materials: C(C)(=O)O[C@H]1[C@@H](O[C@@H]([C@H]([C@@H]1OC(C)=O)OC(C)=O)COC(C)=O)OC1=NNC(=C1CC1=C(C=C(C=C1)OCCN)C)C(C)C (3-(2,3,4,6-tetra-O-acetyl-β-D-glucopyranosyloxy)-4-{[4-(2-aminoethoxy)-2-methylphenyl]methyl}-5-isopropyl-1H-pyrazole), C(C1=CC=CC=C1)OC(=O)N1CCN(CC1)C(C(C)(C)C(=O)O)=O (1-benzyloxycarbonyl-4-[2-carboxy-2-(methyl)propionyl]piperazine), C(C1=CC=CC=C1)OC(=O)NCC(=O)O (2-benzyloxycarbonylaminoacetic acid). Procedure: The title compound was prepared in a similar manner to that described in Example 13 using 3-(2,3,4,6-tetra-O-acetyl-β-D-glucopyranosyloxy)-4-{[4-(2-aminoethoxy)-2-methylphenyl]methyl}-5-isopropyl-1H-pyrazole and 1-benzyloxycarbonyl-4-[2-carboxy-2-(methyl)propionyl]piperazine instead of 3-(2,3,4,6-tetra-O-acetyl-β-D-glucopyranosyloxy)-4-{[4-(3-aminopropoxy)phenyl]methyl}-5-isopropyl-1H-pyrazole and 2-benzyloxycarbonylaminoacetic acid, respectively. The reactants are CCCC[N+](CCCC)(CCCC)CCCC, CC(C)=O, [F-], Oc1ccccc1, COc1ccc(Cc2oc3c(Cl)cc(CCCO)c(O)c3c2C)cc1. The product is COc1ccc(Cc2oc3c(Cl)cc(CCC(=O)O)c(O)c3c2C)cc1. Reaction SMILES: [CH2:34]([N+:35]([CH2:36][CH2:37][CH2:38][CH3:39])([CH2:40][CH2:41][CH2:42][CH3:43])[CH2:44][CH2:45][CH2:46][CH3:47])[CH2:48][CH2:49][CH3:50].[CH3:51][C:52](=[O:53])[CH3:54].[F-:33].[OH:1][c:2]1[cH:3][cH:4][cH:5][cH:6][cH:7]1.[OH:8][c:9]1[c:10]([CH2:29][CH2:30][CH2:31][OH:32])[cH:11][c:12]([Cl:28])[c:13]2[c:14]1[c:15]([CH3:27])[c:16]([CH2:18][c:19]1[cH:20][cH:21][c:22]([O:25][CH3:26])[cH:23][cH:24]1)[o:17]2>>[OH:1][C:31]([CH2:30][CH2:29][c:10]1[c:9]([OH:8])[c:14]2[c:13]([c:12]([Cl:28])[cH:11]1)[o:17][c:16]([CH2:18][c:19]1[cH:20][cH:21][c:22]([O:25][CH3:26])[cH:23][cH:24]1)[c:15]2[CH3:27])=[O:32]. The reactants are O=C1Cc2c(cccc2-c2cccc(Br)c2)N1, C1CCNCC1, CCO, Cc1[nH]c(C=O)c(C)c1C(=O)NCCN(C(C)C)C(C)C. The product is Cc1[nH]c(C=C2C(=O)Nc3cccc(-c4cccc(Br)c4)c32)c(C)c1C(=O)NCCN(C(C)C)C(C)C. Reaction SMILES: [Br:1][c:2]1[cH:3][c:4](-[c:8]2[c:9]3[c:13]([cH:14][cH:15][cH:16]2)[NH:12][C:11](=[O:17])[CH2:10]3)[cH:5][cH:6][cH:7]1.[CH2:39]1[CH2:40][CH2:41][NH:42][CH2:43][CH2:44]1.[CH3:45][CH2:46][OH:47].[CH:18]([CH3:19])([CH3:20])[N:21]([CH2:22][CH2:23][NH:24][C:25](=[O:26])[c:27]1[c:28]([CH3:35])[nH:29][c:30]([CH:33]=[O:34])[c:31]1[CH3:32])[CH:36]([CH3:37])[CH3:38]>>[Br:1][c:2]1[cH:3][c:4](-[c:8]2[c:9]3[c:13]([cH:14][cH:15][cH:16]2)[NH:12][C:11](=[O:17])[C:10]3=[CH:33][c:30]2[nH:29][c:28]([CH3:35])[c:27]([C:25]([NH:24][CH2:23][CH2:22][N:21]([CH:18]([CH3:19])[CH3:20])[CH:36]([CH3:37])[CH3:38])=[O:26])[c:31]2[CH3:32])[cH:5][cH:6][cH:7]1. Reactants: CN(C)C=O, ClC1c2ccccc2C=Cc2ccccc21, CCOC(=O)N1CCNCC1. The product is CCOC(=O)N1CCN(C2c3ccccc3C=Cc3ccccc32)CC1. Reaction SMILES: [CH3:28][N:29]([CH3:30])[CH:31]=[O:32].[Cl:1][CH:2]1[c:3]2[c:4]([cH:13][cH:14][cH:15][cH:16]2)[CH:5]=[CH:6][c:7]2[c:8]1[cH:9][cH:10][cH:11][cH:12]2.[N:17]1([C:23](=[O:24])[O:25][CH2:26][CH3:27])[CH2:18][CH2:19][NH:20][CH2:21][CH2:22]1>>[CH:2]1([N:20]2[CH2:19][CH2:18][N:17]([C:23](=[O:24])[O:25][CH2:26][CH3:27])[CH2:22][CH2:21]2)[c:3]2[c:4]([cH:13][cH:14][cH:15][cH:16]2)[CH:5]=[CH:6][c:7]2[c:8]1[cH:9][cH:10][cH:11][cH:12]2. Reactants: CC(C)(C)[Si](C)(C)OC(CCC1C(=O)N(c2ccccc2)C1c1ccc(-c2cccc(O)c2)cc1O)c1ccc(F)cc1, CC#N, F. Yields the product O=C1C(CCC(O)c2ccc(F)cc2)C(c2ccc(-c3cccc(O)c3)cc2O)N1c1ccccc1. RXN SMILES: [C:1]([Si:2]([CH3:3])([CH3:4])[O:6][CH:7]([CH2:8][CH2:9][CH:10]1[C:11](=[O:34])[N:12]([c:28]2[cH:29][cH:30][cH:31][cH:32][cH:33]2)[CH:13]1[c:14]1[c:15]([OH:27])[cH:16][c:17](-[c:20]2[cH:21][c:22]([OH:26])[cH:23][cH:24][cH:25]2)[cH:18][cH:19]1)[c:35]1[cH:36][cH:37][c:38]([F:41])[cH:39][cH:40]1)([CH3:5])([CH3:42])[CH3:43].[CH3:45][C:46]#[N:47].[FH:44]>>[OH:6][CH:7]([CH2:8][CH2:9][CH:10]1[C:11](=[O:34])[N:12]([c:28]2[cH:29][cH:30][cH:31][cH:32][cH:33]2)[CH:13]1[c:14]1[c:15]([OH:27])[cH:16][c:17](-[c:20]2[cH:21][c:22]([OH:26])[cH:23][cH:24][cH:25]2)[cH:18][cH:19]1)[c:35]1[cH:36][cH:37][c:38]([F:41])[cH:39][cH:40]1. Solvent: CN(C)C=O (DMF), CCOCC (ether). Yields the product C1(CC1)N(C(=O)[C@H]1CN(CC[C@@H]1C1=CC=C(C=C1)OCCOC1=C(C=C(C=C1Cl)C)Cl)C(=O)OC(C)(C)C)CC1=CC(=CC(=C1)CCCOC)OCC1=CC=C(C=C1)C(=O)OC (tert-Butyl (3R,4S)-3-({cyclopropyl[3-{[4-(methoxycarbonyl)benzyl]oxy}-5-(3-methoxypropyl)benzyl]amino}carbonyl)-4-{4-[2-(2,6-dichloro-4-methyl-phenoxy)ethoxy]phenyl}piperidine-1-carboxylate). Conditions: temperature 80 celsius, time 12 hour. Procedure details: To a solution of tert-butyl (3R,4S)-3-({cyclopropyl[3-hydroxy-5-(3-methoxy-propyl)benzyl]amino}carbonyl)-4-{4-[2-(2,6-dichloro-4-methylphenoxy)ethoxy]-phenyl}piperidine-1-carboxylate (1 eq.) from Example 1/Step 2 in DMF (0.05 M) was added methyl 4-(bromomethyl)benzoate (1.6 eq.) and cesium carbonate (1.3 eq.). The reaction was heated to 80° C. and stirred for 12 h. After cooling to rt, the reaction was diluted with ether and quenched with water. The aqueous layer was extracted with ether. The co... As a reaction SMILES: [CH:1]1([N:4]([CH2:39][C:40]2[CH:45]=[C:44]([CH2:46][CH2:47][CH2:48][O:49][CH3:50])[CH:43]=[C:42]([OH:51])[CH:41]=2)[C:5]([C@@H:7]2[C@@H:12]([C:13]3[CH:18]=[CH:17][C:16]([O:19][CH2:20][CH2:21][O:22][C:23]4[C:28]([Cl:29])=[CH:27][C:26]([CH3:30])=[CH:25][C:24]=4[Cl:31])=[CH:15][CH:14]=3)[CH2:11][CH2:10][N:9]([C:32]([O:34][C:35]([CH3:38])([CH3:37])[CH3:36])=[O:33])[CH2:8]2)=[O:6])[CH2:3][CH2:2]1.Br[CH2:53][C:54]1[CH:63]=[CH:62][C:57]([C:58]([O:60][CH3:61])=[O:59])=[CH:56][CH:55]=1.C(=O)([O-])[O-].[Cs+].[Cs+]>CN(C=O)C.CCOCC>[CH:1]1([N:4]([CH2:39][C:40]2[CH:45]=[C:44]([CH2:46][CH2:47][CH2:48][O:49][CH3:50])[CH:43]=[C:42]([O:51][CH2:53][C:54]3[CH:55]=[CH:56][C:57]([C:58]([O:60][CH3:61])=[O:59])=[CH:62][CH:63]=3)[CH:41]=2)[C:5]([C@@H:7]2[C@@H:12]([C:13]3[CH:14]=[CH:15][C:16]([O:19][CH2:20][CH2:21][O:22][C:23]4[C:28]([Cl:29])=[CH:27][C:26]([CH3:30])=[CH:25][C:24]=4[Cl:31])=[CH:17][CH:18]=3)[CH2:11][CH2:10][N:9]([C:32]([O:34][C:35]([CH3:38])([CH3:37])[CH3:36])=[O:33])[CH2:8]2)=[O:6])[CH2:3][CH2:2]1 |f:2.3.4|. Reactants: C1(CC1)N(C(=O)[C@H]1CN(CC[C@@H]1C1=CC=C(C=C1)OCCOC1=C(C=C(C=C1Cl)C)Cl)C(=O)OC(C)(C)C)CC1=CC(=CC(=C1)CCCOC)O (tert-butyl (3R,4S)-3-({cyclopropyl[3-hydroxy-5-(3-methoxy-propyl)benzyl]amino}carbonyl)-4-{4-[2-(2,6-dichloro-4-methylphenoxy)ethoxy]-phenyl}piperidine-1-carboxylate), BrCC1=CC=C(C(=O)OC)C=C1 (methyl 4-(bromomethyl)benzoate), C([O-])([O-])=O.[Cs+].[Cs+] (cesium carbonate). The reactants are [BH4-], CC(C)(C)OC(=O)C1CCC(CC=O)S1, CCO, [Cl-], [Na+], [Na+]. Yields the product CC(C)(C)OC(=O)C1CCC(CCO)S1. Reaction SMILES: [BH4-:16].[C:1]([CH3:2])([CH3:3])([CH3:4])[O:5][C:6](=[O:7])[CH:8]1[CH2:9][CH2:10][CH:11]([CH2:13][CH:14]=[O:15])[S:12]1.[CH3:20][CH2:21][OH:22].[Cl-:19].[Na+:17].[Na+:18]>>[C:1]([CH3:2])([CH3:3])([CH3:4])[O:5][C:6](=[O:7])[CH:8]1[CH2:9][CH2:10][CH:11]([CH2:13][CH2:14][OH:15])[S:12]1.